From a dataset of the Open Reaction Database (ORD), a public repository of structured organic reaction records. describe an organic reaction: reactants, conditions, products, and yield Reactants: CCOC(C)=O, CC#N, CC(C)Oc1ccc(S(C)(=O)=O)cc1C(=O)O, Clc1ccc2nc(N3CCNCC3)ccc2c1, Cl. The product is CC(C)Oc1ccc(S(C)(=O)=O)cc1C(=O)N1CCN(c2ccc3cc(Cl)ccc3n2)CC1. Reaction SMILES: [CH3:36][CH2:37][O:38][C:39](=[O:40])[CH3:41].[CH3:42][C:43]#[N:44].[CH:19]([CH3:20])([CH3:21])[O:22][c:23]1[c:24]([C:25](=[O:26])[OH:27])[cH:28][c:29]([S:32](=[O:33])(=[O:34])[CH3:35])[cH:30][cH:31]1.[Cl:2][c:3]1[cH:4][c:5]2[cH:6][cH:7][c:8]([N:13]3[CH2:14][CH2:15][NH:16][CH2:17][CH2:18]3)[n:9][c:10]2[cH:11][cH:12]1.[ClH:1]>>[Cl:2][c:3]1[cH:4][c:5]2[cH:6][cH:7][c:8]([N:13]3[CH2:14][CH2:15][N:16]([C:25]([c:24]4[c:23]([O:22][CH:19]([CH3:20])[CH3:21])[cH:31][cH:30][c:29]([S:32](=[O:33])(=[O:34])[CH3:35])[cH:28]4)=[O:26])[CH2:17][CH2:18]3)[n:9][c:10]2[cH:11][cH:12]1. Reactants: CCCCCc1ccc(-c2ccc(C3CCC(C#N)(CCC)CC3)cc2)cc1, CC(C)C[Al+]CC(C)C, CO, CCCCCC, [H-], O=S(=O)(O)O. Yields the product CCCCCc1ccc(-c2ccc(C3CCC(C=O)(CCC)CC3)cc2)cc1. As a reaction SMILES: [C:11](#[N:12])[C:13]1([CH2:36][CH2:37][CH3:38])[CH2:14][CH2:15][CH:16]([c:19]2[cH:20][cH:21][c:22](-[c:25]3[cH:26][cH:27][c:28]([CH2:31][CH2:32][CH2:33][CH2:34][CH3:35])[cH:29][cH:30]3)[cH:23][cH:24]2)[CH2:17][CH2:18]1.[CH2:2]([Al+:3][CH2:4][CH:5]([CH3:6])[CH3:7])[CH:8]([CH3:9])[CH3:10].[CH3:39][OH:40].[CH3:46][CH2:47][CH2:48][CH2:49][CH2:50][CH3:51].[H-:1].[S:41]([OH:42])(=[O:43])(=[O:44])[OH:45]>>[CH:11]([C:13]1([CH2:36][CH2:37][CH3:38])[CH2:14][CH2:15][CH:16]([c:19]2[cH:20][cH:21][c:22](-[c:25]3[cH:26][cH:27][c:28]([CH2:31][CH2:32][CH2:33][CH2:34][CH3:35])[cH:29][cH:30]3)[cH:23][cH:24]2)[CH2:17][CH2:18]1)=[O:42]. Reactants: C(C)(C)(C)OC(=O)N1CCC(CC1)COC1=CC(=CC2=CC=CC=C12)OS(=O)(=O)C1=C(C=CC=C1)Cl (2-chlorobenzenesulfonic acid 1-[[1-N-(tert-butoxycarbonyl)piperidin-4-yl]methoxy]naphthalen-3-yl ester), Cl (HCl). Run in C(Cl)Cl (methylene chloride), O1CCOCC1 (dioxane). Run at time 1 hour. The product is Cl.N1CCC(CC1)COC1=CC(=CC2=CC=CC=C12)OS(=O)(=O)C1=C(C=CC=C1)Cl (2-Chlorobenzenesulfonic Acid 1-[(piperidin-4-yl)methoxy]naphthalen-3-yl Ester Hydrochloride). Yield: 201.3%. Reaction SMILES: C(OC([N:8]1[CH2:13][CH2:12][CH:11]([CH2:14][O:15][C:16]2[C:25]3[C:20](=[CH:21][CH:22]=[CH:23][CH:24]=3)[CH:19]=[C:18]([O:26][S:27]([C:30]3[CH:35]=[CH:34][CH:33]=[CH:32][C:31]=3[Cl:36])(=[O:29])=[O:28])[CH:17]=2)[CH2:10][CH2:9]1)=O)(C)(C)C.Cl>C(Cl)Cl.O1CCOCC1>[ClH:36].[NH:8]1[CH2:13][CH2:12][CH:11]([CH2:14][O:15][C:16]2[C:25]3[C:20](=[CH:21][CH:22]=[CH:23][CH:24]=3)[CH:19]=[C:18]([O:26][S:27]([C:30]3[CH:35]=[CH:34][CH:33]=[CH:32][C:31]=3[Cl:36])(=[O:28])=[O:29])[CH:17]=2)[CH2:10][CH2:9]1 |f:4.5|. Reported procedure: To a solution of 319 mg (0.596 mmol) of 2-chlorobenzenesulfonic acid 1-[[1-N-(tert-butoxycarbonyl)piperidin-4-yl]methoxy]naphthalen-3-yl ester, as prepared in the preceding step, in 2 mL of methylene chloride was added 1.5 mL (6 mmol) of 4 N HCl in dioxane. The reaction mixture was stirred for 1 h and triturated with diethyl ether to afford 281 mg of the title compound as a colorless powder. 1H-NMR (300 MHz, DMSO-d6) δ 8.94 (bd, 1 H, J=9 Hz), 8.68 (bd, 1 H, J=10 Hz), 8.6 (d, 1 H, J=8 Hz), 7.8-7.... The reactants are N1CCC(C(=O)O)CC1 (isonipecotic acid), NC=1C=C(C=CC1N)OC (3,4 diamino anisole). The product is OC1=CC2=C(NC(=N2)C2CCNCC2)C=C1 (4-(5-Hydroxy-1H-benzimidazol-2-yl)piperidine). As a reaction SMILES: [NH:1]1[CH2:9][CH2:8][CH:4]([C:5](O)=O)[CH2:3][CH2:2]1.[NH2:10][C:11]1[CH:12]=[C:13]([O:18]C)[CH:14]=[CH:15][C:16]=1[NH2:17]>>[OH:18][C:13]1[CH:14]=[CH:15][C:16]2[NH:17][C:5]([CH:4]3[CH2:8][CH2:9][NH:1][CH2:2][CH2:3]3)=[N:10][C:11]=2[CH:12]=1. Procedure details: The title compound was prepared from isonipecotic acid and 3,4 diamino anisole using the method described in Description 14. MH+ 218.